The task is: describe an organic reaction: reactants, conditions, products, and yield. This data is from the Open Reaction Database (ORD), a public repository of structured organic reaction records. The reactants are C1C2CC3(CC(CC13)C2)C(=O)O (hexahydro-2,5-methano-pentalene-3a-carboxylic acid), C(C(=O)Cl)(=O)Cl (oxalyl chloride). The solvent is ClCCl (dichloromethane). Run at time 8 hour. The product is C1C2CC3(CC(CC13)C2)C(=O)Cl (Hexahydro-2,5-methano-pentalene-3a-carbonyl chloride). The yield is 99.3%. RXN SMILES: [CH2:1]1[CH:8]2[C:4]3([C:10]([OH:12])=O)[CH2:5][CH:6]([CH2:9][CH:2]1[CH2:3]3)[CH2:7]2.C(Cl)(=O)C([Cl:16])=O>ClCCl>[CH2:1]1[CH:8]2[C:4]3([C:10]([Cl:16])=[O:12])[CH2:5][CH:6]([CH2:9][CH:2]1[CH2:3]3)[CH2:7]2. Procedure: To a solution of commercially available hexahydro-2,5-methano-pentalene-3a-carboxylic acid (10 g, 0.06 mol) in dichloromethane (200 mL) was added oxalyl chloride (8.7 g, 0.066 mol). The mixture was stirred overnight and then concentrated under reduced pressure to afford the title compound as a colorless oil (11 g, 99%). MS (DCI/NH3) m/z 184 (M+H)+. Reactants: COC=1C=C(C=O)C=C(C1)[N+](=O)[O-] (3-methoxy-5-nitro-benzaldehyde), stannous chloride, C(C)(C)(C)NC(=O)C1CCNCC1 (piperidine-4-carboxylic acid tert-butylamide), C(C)(C)(C)NC(=O)C1CCN(CC1)CC1=CC(=CC(=C1)[N+](=O)[O-])OC (1-(3-methoxy-5-nitro-benzyl)-piperidine-4-carboxylic acid tert-butylamide). The product is C(C)(C)(C)NC(=O)C1CCN(CC1)CC1=CC(=CC(=C1)OC)N (1-(3-Amino-5-methoxy-benzyl)-piperidine-4-carboxylic acid tert-butylamide). As a reaction SMILES: COC1C=C(C=C([N+]([O-])=O)C=1)C=O.C(NC(C1CCNCC1)=O)(C)(C)C.[C:27]([NH:31][C:32]([CH:34]1[CH2:39][CH2:38][N:37]([CH2:40][C:41]2[CH:46]=[C:45]([N+:47]([O-])=O)[CH:44]=[C:43]([O:50][CH3:51])[CH:42]=2)[CH2:36][CH2:35]1)=[O:33])([CH3:30])([CH3:29])[CH3:28]>>[C:27]([NH:31][C:32]([CH:34]1[CH2:35][CH2:36][N:37]([CH2:40][C:41]2[CH:42]=[C:43]([O:50][CH3:51])[CH:44]=[C:45]([NH2:47])[CH:46]=2)[CH2:38][CH2:39]1)=[O:33])([CH3:30])([CH3:29])[CH3:28]. Reported procedure: The title compound is prepared according to the reactions described for BB-5 above starting from 3-methoxy-5-nitro-benzaldehyde and piperidine-4-carboxylic acid tert-butylamide yielding after reductive amination 1-(3-methoxy-5-nitro-benzyl)-piperidine-4-carboxylic acid tert-butylamide; LC-MS A: tR=0.63 min; [M+H]+=350.14 followed by reduction with stannous chloride the title compound; LC-MS A: tR=0.50 min; [M+H]+=320.19. The reactants are O=[N+]([O-])c1ccc(OCc2ccccc2)c(-c2ccccc2)c1, CO. The product is O=[N+]([O-])c1ccc(O)c(-c2ccccc2)c1. Reaction SMILES: [CH2:1]([c:2]1[cH:3][cH:4][cH:5][cH:6][cH:7]1)[O:8][c:9]1[c:10](-[c:18]2[cH:19][cH:20][cH:21][cH:22][cH:23]2)[cH:11][c:12]([N+:15](=[O:16])[O-:17])[cH:13][cH:14]1.[CH3:24][OH:25]>>[OH:8][c:9]1[c:10](-[c:18]2[cH:19][cH:20][cH:21][cH:22][cH:23]2)[cH:11][c:12]([N+:15](=[O:16])[O-:17])[cH:13][cH:14]1. The reactants are C(C)OC(C=C1CCN(CC1)C(C1=CC(=CC=C1)[C@H](C1=CC(=CC=C1)O)N1[C@H](CN([C@@H](C1)C)CC=C)C)=O)=O ((1-{3-[(R)-((2S,5R)-4-allyl-2,5-dimethyl-1-piperazinyl)(3-hydroxyphenyl)methyl]-benzoyl}-4-piperidinylidene)acetic acid ethyl ester), C(C)O (ethanol), [OH-].[Na+] (NaOH), ester, S(O)(O)(=O)=O (sulfuric acid). The solvent is O (water). Run at time 3 day. The product is C(C=C)N1C[C@@H](N(C[C@H]1C)[C@H](C=1C=C(C(=O)N2CCC(CC2)=CC(=O)O)C=CC1)C1=CC(=CC=C1)O)C ((1-{3-[(R)-((2S,5R)-4-allyl-2,5-dimethyl-1-piperazinyl)(3-hydroxyphenyl)methyl]-benzoyl}-4-piperidinylidene)acetic acid). Reaction SMILES: C([O:3][C:4](=[O:39])[CH:5]=[C:6]1[CH2:11][CH2:10][N:9]([C:12](=[O:38])[C:13]2[CH:18]=[CH:17][CH:16]=[C:15]([C@@H:19]([N:27]3[CH2:32][C@@H:31]([CH3:33])[N:30]([CH2:34][CH:35]=[CH2:36])[CH2:29][C@@H:28]3[CH3:37])[C:20]3[CH:25]=[CH:24][CH:23]=[C:22]([OH:26])[CH:21]=3)[CH:14]=2)[CH2:8][CH2:7]1)C.C(O)C.[OH-].[Na+].S(=O)(=O)(O)O>O>[CH2:34]([N:30]1[C@H:31]([CH3:33])[CH2:32][N:27]([C@@H:19]([C:20]2[CH:25]=[CH:24][CH:23]=[C:22]([OH:26])[CH:21]=2)[C:15]2[CH:14]=[C:13]([CH:18]=[CH:17][CH:16]=2)[C:12]([N:9]2[CH2:8][CH2:7][C:6](=[CH:5][C:4]([OH:39])=[O:3])[CH2:11][CH2:10]2)=[O:38])[C@@H:28]([CH3:37])[CH2:29]1)[CH:35]=[CH2:36] |f:2.3|. Procedure details: The preceding ester, Example 137, was hydrolyzed as follows. A 50 mL round bottom flask equipped with a magnetic stir bar was charged with 0.64 g (1.2 mmol, 1 eq) of (1-{3-[(R)-((2S,5R)-4-allyl-2,5-dimethyl-1-piperazinyl)(3-hydroxyphenyl)methyl]-benzoyl}-4-piperidinylidene)acetic acid ethyl ester, 5.0 mL ethanol, and 3.0 mL (6 mmol, 5 eq) of 2 N aqueous NaOH solution. The reaction was stirred at room temperature for 3 days and neutralized with 3.0 mL (6 mmol, 5 eq) of 2 N aqueous sulfuric acid. ...